From a dataset of the Open Reaction Database (ORD), a public repository of structured organic reaction records. describe an organic reaction: reactants, conditions, products, and yield Reactants: COc1ccccc1-c1ccc(C)cc1, ClC(Cl)(Cl)Cl, CC(C)(C#N)N=NC(C)(C)C#N, O=C1CCC(=O)N1Br. The product is COc1ccccc1-c1ccc(CBr)cc1. RXN SMILES: [CH3:1][O:2][c:3]1[c:4](-[c:9]2[cH:10][cH:11][c:12]([CH3:15])[cH:13][cH:14]2)[cH:5][cH:6][cH:7][cH:8]1.[Cl:36][C:37]([Cl:38])([Cl:39])[Cl:40].[N:24]#[C:25][C:26]([N:27]=[N:28][C:29]([C:30]#[N:31])([CH3:32])[CH3:33])([CH3:34])[CH3:35].[O:16]=[C:17]1[N:18]([Br:23])[C:19](=[O:20])[CH2:21][CH2:22]1>>[CH3:1][O:2][c:3]1[c:4](-[c:9]2[cH:10][cH:11][c:12]([CH2:15][Br:23])[cH:13][cH:14]2)[cH:5][cH:6][cH:7][cH:8]1. Reactants: NC1(CCC1)C1=CC=C(C=C1)C1=C(OC2=CC=C(C=C2C1=O)F)C1=CC=CC=C1 (3-[4-(1-amino-cyclobutyl)-phenyl]-6-fluoro-2-phenyl-chromen-4-one), C(C)(C)(C)OC(NC1(CCC1)C1=CC=C(C=C1)C1=C(OC2=CC(=C(C=C2C1=O)OC)C)C1=CC=CC=C1)=O ({1-[4-(6-methoxy-7-methyl-4-oxo-2-phenyl-4H-chromen-3-yl)-phenyl]-cyclobutyl}-carbamic acid tert-butyl ester). Yields the product NC1(CCC1)C1=CC=C(C=C1)C1=C(OC2=CC(=C(C=C2C1=O)OC)C)C1=CC=CC=C1 (3-[4-(1-Amino-cyclobutyl)-phenyl]-6-methoxy-7-methyl-2-phenyl-chromen-4-one). Yield: 87.2%. RXN SMILES: NC1(C2C=CC(C3C(=O)C4C(=CC=C(F)C=4)OC=3C3C=CC=CC=3)=CC=2)CCC1.C(OC(=O)[NH:36][C:37]1([C:41]2[CH:46]=[CH:45][C:44]([C:47]3[C:56](=[O:57])[C:55]4[C:50](=[CH:51][C:52]([CH3:60])=[C:53]([O:58][CH3:59])[CH:54]=4)[O:49][C:48]=3[C:61]3[CH:66]=[CH:65][CH:64]=[CH:63][CH:62]=3)=[CH:43][CH:42]=2)[CH2:40][CH2:39][CH2:38]1)(C)(C)C>>[NH2:36][C:37]1([C:41]2[CH:42]=[CH:43][C:44]([C:47]3[C:56](=[O:57])[C:55]4[C:50](=[CH:51][C:52]([CH3:60])=[C:53]([O:58][CH3:59])[CH:54]=4)[O:49][C:48]=3[C:61]3[CH:62]=[CH:63][CH:64]=[CH:65][CH:66]=3)=[CH:45][CH:46]=2)[CH2:38][CH2:39][CH2:40]1. Procedure: Following the procedure used to prepare 3-[4-(1-amino-cyclobutyl)-phenyl]-6-fluoro-2-phenyl-chromen-4-one, {1-[4-(6-methoxy-7-methyl-4-oxo-2-phenyl-4H-chromen-3-yl)-phenyl]-cyclobutyl}-carbamic acid tert-butyl ester (40 mg, 0.078 mmol) was reacted to give the title compound (28 mg, 88%). LCMS (Method E): RT=3.99 min, [M+H]+=412. 1H NMR (400 MHz, DMSO-d6): δ 7.55 (s, 1H), 7.37-7.24 (m, 8H), 7.06 (d, J=7.8 Hz, 2H), 3.86 (s, 3H), 2.35-2.16 (m, 7H), 2.07-1.87 (m, 3H), 1.64-1.53 (m, 1H). Procedure details: Preparation of (4S,7S,11aR)-7-benzoylamino-6-oxo-1,3,4,6,7,8,11,11a-octahydro-2H-pyrido[1,2-a]azocine-4-carboxylic acid (2-ethoxy-5-oxo-tetrahydro-furan-3-yl)-amide (45) A catalytic amount of Pd(Ph3P)4 (35 mg, 0.03 mmol) is added to a solution of (2-Ethoxy-5-oxo-tetrahydrofuran-3-yl)-carbamic acid allyl ester (69 mg, 0.3 mmol) and N,N-dimethylbarbituric acid (156 mg, 1.0 mmol) in 2 mL CH2Cl2 at room temperature. The solution is stirred at rt for 15 minutes and (4S,7S,11aS)-7-benzoylamino-6-oxo-1... Run at time 15 minute. The reactants are C(C=C)OC(NC1C(OC(C1)=O)OCC)=O ((2-Ethoxy-5-oxo-tetrahydrofuran-3-yl)-carbamic acid allyl ester), N,N-dimethylbarbituric acid, C(C1=CC=CC=C1)(=O)N[C@H]1CC=CC[C@H]2N(C1=O)[C@@H](CCC2)C(=O)O ((4S,7S,11aS)-7-benzoylamino-6-oxo-1,3,4,6,7,8,11,11a-octahydro-2H-pyrido[1,2-a]azocine-4-carboxylic acid), ON1N=NC2=C1C=CC=C2 (1-hydroxybenzotriazole), C(C)OC1OC(CC1NC(=O)[C@@H]1CCC[C@H]2N1C([C@H](CC=CC2)NC(C2=CC=CC=C2)=O)=O)=O ((4S,7S,11aR)-7-Benzoylamino-6-oxo-1,3,4,6,7,8,11,11a-octahydro-2H-pyrido[1,2-a]azocine-4-carboxylic acid (2-ethoxy-5-oxo-tetrahydro-furan-3-yl)-amide), 1-(3-dimethyl-aminopropyl)-3-ethyl-carbodiimide hydrochloride. Reagents/catalysts: C=1C=CC(=CC1)[P](C=2C=CC=CC2)(C=3C=CC=CC3)[Pd]([P](C=4C=CC=CC4)(C=5C=CC=CC5)C=6C=CC=CC6)([P](C=7C=CC=CC7)(C=8C=CC=CC8)C=9C=CC=CC9)[P](C=1C=CC=CC1)(C=1C=CC=CC1)C=1C=CC=CC1 (Pd(Ph3P)4). Yields the product C(C1=CC=CC=C1)(=O)N[C@H]1CC=CC[C@@H]2N(C1=O)[C@@H](CCC2)C(=O)O ((4S,7S,11aR)-7-benzoylamino-6-oxo-1,3,4,6,7,8,11,11a-octahydro-2H-pyrido[1,2-a]azocine-4-carboxylic acid). Reaction SMILES: C(OC1C(NC([C@H]2N3C(=O)[C@@H](NC(=O)C4C=CC=CC=4)CC=CC[C@H]3CCC2)=O)CC(=O)O1)C.C(OC(=O)NC1CC(=O)OC1OCC)C=C.[C:51]([NH:59][C@@H:60]1[C:67](=[O:68])[N:66]2[C@H:69]([C:73]([OH:75])=[O:74])[CH2:70][CH2:71][CH2:72][C@H:65]2[CH2:64][CH:63]=[CH:62][CH2:61]1)(=[O:58])[C:52]1[CH:57]=[CH:56][CH:55]=[CH:54][CH:53]=1.ON1C2C=CC=CC=2N=N1>C(Cl)Cl.CCOC(C)=O.C1C=CC([P]([Pd]([P](C2C=CC=CC=2)(C2C=CC=CC=2)C2C=CC=CC=2)([P](C2C=CC=CC=2)(C2C=CC=CC=2)C2C=CC=CC=2)[P](C2C=CC=CC=2)(C2C=CC=CC=2)C2C=CC=CC=2)(C2C=CC=CC=2)C2C=CC=CC=2)=CC=1>[C:51]([NH:59][C@@H:60]1[C:67](=[O:68])[N:66]2[C@H:69]([C:73]([OH:75])=[O:74])[CH2:70][CH2:71][CH2:72][C@@H:65]2[CH2:64][CH:63]=[CH:62][CH2:61]1)(=[O:58])[C:52]1[CH:57]=[CH:56][CH:55]=[CH:54][CH:53]=1 |^1:98,100,119,138|. Solvent: C(Cl)Cl (CH2Cl2), C(Cl)Cl (CH2Cl2), CCOC(=O)C (EtOAc). Starting materials: polystyrene, COC(C1=CC(=C(C=C1)Cl)O)=O (4-Chloro-3-hydroxy-benzoic acid methyl ester), ClC1=CC=C(C=C1)CCO (2-(4-chloro-phenyl)-ethanol), C1(=CC=CC=C1)P(C1=CC=CC=C1)C1=CC=CC=C1 (triphenylphosphine), CCOC(=O)/N=N/C(=O)OCC (DEAD). Solvent: O1CCCC1 (tetrahydrofuran). Conditions: time 16 hour. Product: COC(C1=CC(=C(C=C1)Cl)OCCC1=CC=C(C=C1)Cl)=O (4-Chloro-3-[2-(4-chloro-phenyl)-ethoxy]-benzoic acid methyl ester). RXN SMILES: [CH3:1][O:2][C:3](=[O:12])[C:4]1[CH:9]=[CH:8][C:7]([Cl:10])=[C:6]([OH:11])[CH:5]=1.[Cl:13][C:14]1[CH:19]=[CH:18][C:17]([CH2:20][CH2:21]O)=[CH:16][CH:15]=1.C1(P(C2C=CC=CC=2)C2C=CC=CC=2)C=CC=CC=1.CCOC(/N=N/C(OCC)=O)=O>O1CCCC1>[CH3:1][O:2][C:3](=[O:12])[C:4]1[CH:9]=[CH:8][C:7]([Cl:10])=[C:6]([O:11][CH2:21][CH2:20][C:17]2[CH:18]=[CH:19][C:14]([Cl:13])=[CH:15][CH:16]=2)[CH:5]=1. Procedure details: g (5.36 mmol) of 4-Chloro-3-hydroxy-benzoic acid methyl ester was dissolved in 40 ml of anhydrous tetrahydrofuran. To this solution was added 0.923 g (5.9 mmol) of 2-(4-chloro-phenyl)-ethanol, 5.35 g (equivalent to 16.1 mmol PPh3) of triphenylphosphine derivatized polystyrene and 2.80 g (16.1 mmol) of DEAD. The solution was shaken for 16 h at RT. The polymer was filtered off and washed with ethyl acetate. The solvent was removed under reduced pressure. The residue was taken-up in ethyl acetate a... Starting materials: CC(C)(C)OC(=O)N1CCN(c2ncc(Br)nc2Cl)CC1, CCO, NN, O. Product: CC(C)(C)OC(=O)N1CCN(c2ncc(Br)nc2NN)CC1. RXN SMILES: [Br:1][c:2]1[n:3][c:4]([Cl:21])[c:5]([N:8]2[CH2:9][CH2:10][N:11]([C:14](=[O:15])[O:16][C:17]([CH3:18])([CH3:19])[CH3:20])[CH2:12][CH2:13]2)[n:6][cH:7]1.[CH3:25][CH2:26][OH:27].[NH2:23][NH2:24].[OH2:22]>>[Br:1][c:2]1[n:3][c:4]([NH:23][NH2:24])[c:5]([N:8]2[CH2:9][CH2:10][N:11]([C:14](=[O:15])[O:16][C:17]([CH3:18])([CH3:19])[CH3:20])[CH2:12][CH2:13]2)[n:6][cH:7]1. Product: COC1=CC=C(C=N1)C1CCC(CC1)NC(C(=O)N)C1CCN(CC1)C(\C=C\C1=CC(=C(C(=C1)F)F)F)=O (2-[4-(6-methoxypyridin-3-yl)cyclohexyl]amino-2-[1-(trans-3,4,5-trifluorocinnamoyl)-piperidin-4-yl]-acetamide). RXN SMILES: [CH3:1][O:2][C:3]1[N:8]=[CH:7][C:6]([CH:9]2[CH2:14][CH2:13][C:12](=O)[CH2:11][CH2:10]2)=[CH:5][CH:4]=1.OC1(C2C=NC(OC)=CC=2)CCC(=O)CC1.[NH2:32][CH:33]([CH:37]1[CH2:42][CH2:41][N:40]([C:43]([O:45]C(C)(C)C)=O)[CH2:39][CH2:38]1)[C:34]([NH2:36])=[O:35].[F:50][C:51]1[CH:52]=[C:53]([CH:59]=[C:60]([F:63])[C:61]=1[F:62])/[CH:54]=[CH:55]/C(O)=O>>[CH3:1][O:2][C:3]1[N:8]=[CH:7][C:6]([CH:9]2[CH2:14][CH2:13][CH:12]([NH:32][CH:33]([CH:37]3[CH2:38][CH2:39][N:40]([C:43](=[O:45])/[CH:55]=[CH:54]/[C:53]4[CH:59]=[C:60]([F:63])[C:61]([F:62])=[C:51]([F:50])[CH:52]=4)[CH2:41][CH2:42]3)[C:34]([NH2:36])=[O:35])[CH2:11][CH2:10]2)=[CH:5][CH:4]=1. Procedure details: The title compound was prepared from 4-(6-methoxypyridin-3-yl)cyclohexanone (prepared from commercially available 4-hydroxy-4-(6-methoxypyridin-3-yl)cyclohexanone according to the general procedure shown in scheme 5), 2-amino-2-(1-tert-butoxycarbonyl-piperidin-4-yl)-acetamide (from Example 1, step G), and trans-3,4,5-trifluorocinnamic acid, by the methods of Example 1, steps H to K, giving a pale yellow solid as a mixture of cyclohexyl diastereomers. The reactants are COC1=CC=C(C=N1)C1CCC(CC1)=O (4-(6-methoxypyridin-3-yl)cyclohexanone), FC=1C=C(/C=C/C(=O)O)C=C(C1F)F (trans-3,4,5-trifluorocinnamic acid), OC1(CCC(CC1)=O)C=1C=NC(=CC1)OC (4-hydroxy-4-(6-methoxypyridin-3-yl)cyclohexanone), NC(C(=O)N)C1CCN(CC1)C(=O)OC(C)(C)C (2-Amino-2-(1-tert-butoxycarbonyl-piperidin-4-yl)-acetamide).